Dataset: the Open Reaction Database (ORD), a public repository of structured organic reaction records. Task: describe an organic reaction: reactants, conditions, products, and yield The reactants are CN(C)C=O, CCN(C(C)C)C(C)C, CC(C)Oc1ccc([N+](=O)[O-])c(F)c1, CC(C)(C)OC(=O)N1CCC(N)CC1. Product: CC(C)Oc1ccc([N+](=O)[O-])c(NC2CCN(C(=O)OC(C)(C)C)CC2)c1. As a reaction SMILES: [CH3:38][N:39]([CH3:40])[CH:41]=[O:42].[CH:29]([N:30]([CH:31]([CH3:32])[CH3:33])[CH2:34][CH3:35])([CH3:36])[CH3:37].[F:1][c:2]1[c:3]([N+:12](=[O:13])[O-:14])[cH:4][cH:5][c:6]([O:8][CH:9]([CH3:10])[CH3:11])[cH:7]1.[NH2:15][CH:16]1[CH2:17][CH2:18][N:19]([C:22](=[O:23])[O:24][C:25]([CH3:26])([CH3:27])[CH3:28])[CH2:20][CH2:21]1>>[c:2]1([NH:15][CH:16]2[CH2:17][CH2:18][N:19]([C:22](=[O:23])[O:24][C:25]([CH3:26])([CH3:27])[CH3:28])[CH2:20][CH2:21]2)[c:3]([N+:12](=[O:13])[O-:14])[cH:4][cH:5][c:6]([O:8][CH:9]([CH3:10])[CH3:11])[cH:7]1. Starting materials: C(C)OC(=O)C=1SC(=C(C1)S(=O)(=O)C=1C=C(C=C(C1)OC(C)(C)C)C1=CC=CC=C1)SC (4-(5-tert-butoxy-biphenyl-3-sulfonyl)-5-methylsulfanyl-thiophene-2-carboxylic acid ethyl ester). The solvent is C(=O)(C(F)(F)F)O.C(Cl)Cl (TFA DCM). Conditions: time 1 hour. Product: C(C)OC(=O)C=1SC(=C(C1)S(=O)(=O)C=1C=C(C=C(C1)O)C1=CC=CC=C1)SC (4-(5-Hydroxy-biphenyl-3-sulfonyl)-5-methylsulfanyl-thiophene-2-carboxylic acid ethyl ester). Isolated yield 100.4%. As a reaction SMILES: [CH2:1]([O:3][C:4]([C:6]1[S:7][C:8]([S:31][CH3:32])=[C:9]([S:11]([C:14]2[CH:15]=[C:16]([C:25]3[CH:30]=[CH:29][CH:28]=[CH:27][CH:26]=3)[CH:17]=[C:18]([O:20]C(C)(C)C)[CH:19]=2)(=[O:13])=[O:12])[CH:10]=1)=[O:5])[CH3:2]>C(O)(C(F)(F)F)=O.C(Cl)Cl>[CH2:1]([O:3][C:4]([C:6]1[S:7][C:8]([S:31][CH3:32])=[C:9]([S:11]([C:14]2[CH:15]=[C:16]([C:25]3[CH:26]=[CH:27][CH:28]=[CH:29][CH:30]=3)[CH:17]=[C:18]([OH:20])[CH:19]=2)(=[O:13])=[O:12])[CH:10]=1)=[O:5])[CH3:2] |f:1.2|. Procedure: 4-(5-tert-butoxy-biphenyl-3-sulfonyl)-5-methylsulfanyl-thiophene-2-carboxylic acid ethyl ester (55 mg, 0.11 mmol) was dissolved in 1:1 TFA/DCM (10 mL) and stirring for 1 h. Removal of the solvent in vacuo yielded the title compound (48 mg, 98%), which was used without further purification. Starting materials: Cc1ccc(S(=O)(=O)Oc2noc3ccc(C4CCN(C(=O)OC(C)(C)C)CC4)cc23)cc1, Cl, C1COCCO1. Product: Cc1ccc(S(=O)(=O)Oc2noc3ccc(C4CCNCC4)cc23)cc1, Cl. RXN SMILES: [CH3:1][c:2]1[cH:3][cH:4][c:5]([S:8](=[O:9])(=[O:10])[O:11][c:12]2[n:13][o:14][c:15]3[c:16]2[cH:17][c:18]([CH:21]2[CH2:22][CH2:23][N:24]([C:27]([O:28][C:29]([CH3:30])([CH3:31])[CH3:32])=[O:33])[CH2:25][CH2:26]2)[cH:19][cH:20]3)[cH:6][cH:7]1.[ClH:34].[O:35]1[CH2:36][CH2:37][O:38][CH2:39][CH2:40]1>>[CH3:1][c:2]1[cH:3][cH:4][c:5]([S:8](=[O:9])(=[O:10])[O:11][c:12]2[n:13][o:14][c:15]3[c:16]2[cH:17][c:18]([CH:21]2[CH2:22][CH2:23][NH:24][CH2:25][CH2:26]2)[cH:19][cH:20]3)[cH:6][cH:7]1.[ClH:34].